The task is: describe an organic reaction: reactants, conditions, products, and yield. This data is from the Open Reaction Database (ORD), a public repository of structured organic reaction records. Starting materials: FC1=C2C=C(NC2=CC=C1OC1=NC=NC2=CC(=C(C=C12)OC)OCCCC(=O)O)C (4-(4-(4-Fluoro-2-methyl-1H-indol-5-yloxy)-6-methoxyquinazolin-7-yloxy)butanoic acid), OC1=CC=CC=2NN=NC21 (hydroxybenzotriazole), C(C(=O)O)(=O)O.C1OCC12CCNCC2.C2OCC21CCNCC1 (2-oxa-7-azaspiro[3.5]nonan hemioxalate), C(C)(C)N(C(C)C)CC (N,N-diisopropylethylamine), Cl.C(C)N=C=NCCCN(C)C (1-ethyl-3-(3-dimethylaminopropyl)carbodiimide hydrochloride). The solvent is O (water), CN(C=O)C (N,N-dimethylformamide). Conditions: time 8 hour. Product: FC1=C2C=C(NC2=CC=C1OC1=NC=NC2=CC(=C(C=C12)OC)OCCCC(=O)N1CCC2(COC2)CC1)C (4-((4-((4-fluoro-2-methyl-1H-indol-5-yl)oxy)-6-methoxyquinazolin-7-yl)oxy)-1-(2-oxa-7-azaspiro[3.5]nonan-7-yl)butan-1-one). Yield: 42.2%. Reaction SMILES: [F:1][C:2]1[C:10]([O:11][C:12]2[C:21]3[C:16](=[CH:17][C:18]([O:24][CH2:25][CH2:26][CH2:27][C:28](O)=[O:29])=[C:19]([O:22][CH3:23])[CH:20]=3)[N:15]=[CH:14][N:13]=2)=[CH:9][CH:8]=[C:7]2[C:3]=1[CH:4]=[C:5]([CH3:31])[NH:6]2.OC1[C:41]2[N:40]=NN[C:37]=2[CH:36]=[CH:35][CH:34]=1.C(O)(=O)C(O)=O.[CH2:48]1C2(CCNCC2)[CH2:50][O:49]1.C1C2(CCNCC2)CO1.C(N(CC)C(C)C)(C)C.Cl.C(N=C=NCCCN(C)C)C>CN(C)C=O.O>[F:1][C:2]1[C:10]([O:11][C:12]2[C:21]3[C:16](=[CH:17][C:18]([O:24][CH2:25][CH2:26][CH2:27][C:28]([N:40]4[CH2:34][CH2:35][C:36]5([CH2:50][O:49][CH2:48]5)[CH2:37][CH2:41]4)=[O:29])=[C:19]([O:22][CH3:23])[CH:20]=3)[N:15]=[CH:14][N:13]=2)=[CH:9][CH:8]=[C:7]2[C:3]=1[CH:4]=[C:5]([CH3:31])[NH:6]2 |f:2.3.4,6.7|. Procedure: To a solution of Compound 8 (9.8 g, crude, containing lithium chloride) in N,N-dimethylformamide (100 mL) was added hydroxybenzotriazole (6.22 g, 46.07 mmol), 2-oxa-7-azaspiro[3.5]nonan hemioxalate (4.39 g, 34.56 mmol), N,N-diisopropylethylamine (8.93 g, 69.11 mmol) and 1-ethyl-3-(3-dimethylaminopropyl)carbodiimide hydrochloride (8.83 g, 46.07 mmol) sequentially. The reaction mixture was stirred overnight at room temperature and then poured into water (800 mL). Gray solid formed was collected by... The reactants are CO, ClCc1ccccn1, Cl, O=C1CNC(=S)N1. Yields the product O=C1CNC(SCc2ccccn2)=N1. RXN SMILES: [CH3:17][OH:18].[Cl:9][CH2:10][c:11]1[n:12][cH:13][cH:14][cH:15][cH:16]1.[ClH:8].[NH:1]1[C:2](=[S:3])[NH:4][C:5](=[O:6])[CH2:7]1>>[NH:1]1[C:2]([S:3][CH2:10][c:11]2[n:12][cH:13][cH:14][cH:15][cH:16]2)=[N:4][C:5](=[O:6])[CH2:7]1. Reactants: CC(C)N1N=CC2=C1N=C(C=C2C(=O)O)C2=CC=CC=C2 (1-(1-methylethyl)-6-phenyl-1H-pyrazolo[3,4-b]pyridine-4-carboxylic acid), ON1N=NC2=C1N=CC=C2 (1-hydroxy-7-azabenzotriazole), NCC=1C(NC(=CC1C)C)=O (3-(aminomethyl)-4,6-dimethyl-2(1H)-pyridinone), Cl (HCl), CN1CCOCC1 (N-methylmorpholine), C(CCl)Cl (EDC). The solvent is O (water), CS(=O)C (DMSO). Run at time 2 day. Yields the product CC1=C(C(NC(=C1)C)=O)CNC(=O)C=1C2=C(N=C(C1)C1=CC=CC=C1)N(N=C2)C(C)C (N-[(4,6-Dimethyl-2-oxo-1,2-dihydro-3-pyridinyl)methyl]-1-(1-methylethyl)-6-phenyl-1H-pyrazolo[3,4-b]pyridine-4-carboxamide). Yield: 70.0%. Reaction SMILES: [CH3:1][CH:2]([N:4]1[C:8]2[N:9]=[C:10]([C:16]3[CH:21]=[CH:20][CH:19]=[CH:18][CH:17]=3)[CH:11]=[C:12]([C:13]([OH:15])=O)[C:7]=2[CH:6]=[N:5]1)[CH3:3].[NH2:22][CH2:23][C:24]1[C:25](=[O:32])[NH:26][C:27]([CH3:31])=[CH:28][C:29]=1[CH3:30].Cl.ON1C2N=CC=CC=2N=N1.CN1CCOCC1.C(Cl)CCl>CS(C)=O.O>[CH3:30][C:29]1[CH:28]=[C:27]([CH3:31])[NH:26][C:25](=[O:32])[C:24]=1[CH2:23][NH:22][C:13]([C:12]1[C:7]2[CH:6]=[N:5][N:4]([CH:2]([CH3:3])[CH3:1])[C:8]=2[N:9]=[C:10]([C:16]2[CH:17]=[CH:18][CH:19]=[CH:20][CH:21]=2)[CH:11]=1)=[O:15]. Reported procedure: In a 25 mL sealable tube under nitrogen were combined 1-(1-methylethyl)-6-phenyl-1H-pyrazolo[3,4-b]pyridine-4-carboxylic acid (70 mg, 0.25 mmol) and 3-(aminomethyl)-4,6-dimethyl-2(1H)-pyridinone.HCl (56.3 mg, 0.3 mmol) in DMSO (3 mL). 1-hydroxy-7-azabenzotriazole (51 mg, 0.37 mmol) was added and the resulting mixture was degassed with nitrogen for 10 min. N-methylmorpholine (0.1 ml, 0.87 mmol) and EDC (72 mg, 0.37 mmol) were added, the vessel was sealed, and the bright yellow mixture was stirred... Starting materials: O=C1C2=C(NC=C1C(=O)O)C(OC1=C2C=CC=C1)=O (1,5-dihydro-1,5-dioxo-4H-1-benzopyrano[3,4-b]pyridine-2-carboxylic acid), C(=O)(N1C=NC=C1)N1C=NC=C1 (1,1'-carbonyldiimidazole), O.NC1=NN=NN1 (5-Aminotetrazole monohydrate). Run in CN(C=O)C (dimethylformamide). Run at time 15 minute. The product is O=C1C2=C(NC=C1C(=O)NC1=NN=NN1)C(OC1=C2C=CC=C1)=O (1,5-dihydro-1,5-dioxo-N-1H-tetrazol-5-yl-4H-[1]benzopyrano[3,4-b]pyridine-2-carboxamide). Yield: 33.9%. Reaction SMILES: [O:1]=[C:2]1[C:7]([C:8](O)=[O:9])=[CH:6][NH:5][C:4]2[C:11](=[O:19])[O:12][C:13]3[CH:18]=[CH:17][CH:16]=[CH:15][C:14]=3[C:3]1=2.C(N1C=CN=C1)(N1C=CN=C1)=O.O.[NH2:33][C:34]1[NH:38][N:37]=[N:36][N:35]=1>CN(C)C=O>[O:1]=[C:2]1[C:7]([C:8]([NH:33][C:34]2[NH:38][N:37]=[N:36][N:35]=2)=[O:9])=[CH:6][NH:5][C:4]2[C:11](=[O:19])[O:12][C:13]3[CH:18]=[CH:17][CH:16]=[CH:15][C:14]=3[C:3]1=2 |f:2.3|. Procedure: A mixture of 1,5-dihydro-1,5-dioxo-4H-1-benzopyrano[3,4-b]pyridine-2-carboxylic acid (2.57 g, 0.01 mole) and 1,1'-carbonyldiimidazole (1.95 g, 0.012 mole) in dimethylformamide is heated at 100 for 60 minutes under nitrogen. The reaction mixture is cooled and stirred at room temperature for 15 minutes. 5-Aminotetrazole monohydrate (1.24 g, 0.012 mole) is added and the resulting mixture is heated at 100 for 60 minutes, cooled, and filtered. The product is recrystallized from dimethylformamide to g... The reactants are CC1(C)c2cccc(P(c3ccccc3)c3ccccc3)c2Oc2c(P(c3ccccc3)c3ccccc3)cccc21, CC(C)(C)[O-], Cc1ccccc1, CN(C(=O)c1ccc(Cl)cc1)C1CCNCC1c1ccc(Cl)c(Cl)c1, Cl, CCOC(=O)c1ccc(I)cc1, [Na+], O=C(C=Cc1ccccc1)C=Cc1ccccc1, O=C(C=Cc1ccccc1)C=Cc1ccccc1, O=C(C=Cc1ccccc1)C=Cc1ccccc1, O, [Pd], [Pd]. Product: CCOC(=O)c1ccc(N2CCC(N(C)C(=O)c3ccc(Cl)cc3)C(c3ccc(Cl)c(Cl)c3)C2)cc1. RXN SMILES: [CH3:39][C:40]1([CH3:41])[c:42]2[cH:43][cH:44][cH:45][c:46]([P:47]([c:48]3[cH:49][cH:50][cH:51][cH:52][cH:53]3)[c:54]3[cH:55][cH:56][cH:57][cH:58][cH:59]3)[c:60]2[O:61][c:62]2[c:63]1[cH:64][cH:65][cH:66][c:67]2[P:68]([c:69]1[cH:70][cH:71][cH:72][cH:73][cH:74]1)[c:75]1[cH:76][cH:77][cH:78][cH:79][cH:80]1.[CH3:81][C:82]([CH3:83])([O-:84])[CH3:85].[CH3:87][c:88]1[cH:89][cH:90][cH:91][cH:92][cH:93]1.[Cl:2][c:3]1[cH:4][cH:5][c:6]([C:7](=[O:8])[N:9]([CH3:10])[CH:11]2[CH:12]([c:17]3[cH:18][c:19]([Cl:24])[c:20]([Cl:23])[cH:21][cH:22]3)[CH2:13][NH:14][CH2:15][CH2:16]2)[cH:25][cH:26]1.[ClH:1].[I:27][c:28]1[cH:29][cH:30][c:31]([C:32](=[O:33])[O:34][CH2:35][CH3:36])[cH:37][cH:38]1.[Na+:86].[O:114]=[C:115]([CH:116]=[CH:117][c:118]1[cH:119][cH:120][cH:121][cH:122][cH:123]1)[CH:124]=[CH:125][c:126]1[cH:127][cH:128][cH:129][cH:130][cH:131]1.[O:132]=[C:133]([CH:134]=[CH:135][c:136]1[cH:137][cH:138][cH:139][cH:140][cH:141]1)[CH:142]=[CH:143][c:144]1[cH:145][cH:146][cH:147][cH:148][cH:149]1.[O:96]=[C:97]([CH:98]=[CH:99][c:100]1[cH:101][cH:102][cH:103][cH:104][cH:105]1)[CH:106]=[CH:107][c:108]1[cH:109][cH:110][cH:111][cH:112][cH:113]1.[OH2:150].[Pd:94].[Pd:95]>>[Cl:2][c:3]1[cH:4][cH:5][c:6]([C:7](=[O:8])[N:9]([CH3:10])[CH:11]2[CH:12]([c:17]3[cH:18][c:19]([Cl:24])[c:20]([Cl:23])[cH:21][cH:22]3)[CH2:13][N:14]([c:28]3[cH:29][cH:30][c:31]([C:32](=[O:33])[O:34][CH2:35][CH3:36])[cH:37][cH:38]3)[CH2:15][CH2:16]2)[cH:25][cH:26]1. The reactants are BrC=1C(=NNC1C)C (4-Bromo-3,5-dimethylpyrazole), [H-].[Na+] (sodium hydride), IC (iodomethane), C(O)([O-])=O.[Na+] (sodium hydrogen carbonate), [H][H] (hydrogen). Solvent: CN(C=O)C (dimethylformamide), CN(C=O)C (dimethylformamide). Product: BrC=1C(=NN(C1C)C)C (4-Bromo-1,3,5-trimethylpyrazole). As a reaction SMILES: [Br:1][C:2]1[C:3]([CH3:8])=[N:4][NH:5][C:6]=1[CH3:7].[H-].[Na+].[H][H].IC.[C:15](=O)([O-])O.[Na+]>CN(C)C=O>[Br:1][C:2]1[C:3]([CH3:8])=[N:4][N:5]([CH3:15])[C:6]=1[CH3:7] |f:1.2,5.6|. Procedure details: 4-Bromo-3,5-dimethylpyrazole (10 g) in dry dimethylformamide (50 ml) was added to a stirred suspension of sodium hydride (1.8 g) in dry dimethylformamide at 0° C. When the evolution of hydrogen was complete, iodomethane (8.9 g) was added dropwise. The mixture was allowed to warm to room temperature and after 30 minutes saturated aqueous sodium hydrogen carbonate (5 ml) was added. Following evaporation under high vacuum, the residue was purified by column chromatography to give the title compound... The reactants are ClC1=C(C(=C(C=C1)C=1OCC(N1)(C)C)SC)OC (2-[4-chloro-3-methoxy-2-(methylsulphenyl)-phenyl]-4,4-dimethyloxazoline), Cl (hydrochloric acid), O (water). The product is ClC1=C(C(=C(C(=O)O)C=C1)SC)OC (4-chloro-3-methoxy-2-(methylsulphenyl) benzoic acid). As a reaction SMILES: [Cl:1][C:2]1[CH:7]=[CH:6][C:5]([C:8]2[O:9]CC(C)(C)N=2)=[C:4]([S:15][CH3:16])[C:3]=1[O:17][CH3:18].Cl.[OH2:20]>>[Cl:1][C:2]1[CH:7]=[CH:6][C:5]([C:8]([OH:9])=[O:20])=[C:4]([S:15][CH3:16])[C:3]=1[O:17][CH3:18]. Reported procedure: A mixture of 2-[4-chloro-3-methoxy-2-(methylsulphenyl)-phenyl]-4,4-dimethyloxazoline (9.0 g) and hydrochloric acid (5M) was stirred and heated at reflux for 5 hours. After cooling the mixture was diluted with water and extracted with dichloromethane. It was dried (MgSO4), filtered and the filtrate was evaporated to dryness to give 4-chloro-3-methoxy-2-(methylsulphenyl) benzoic acid as a white solid, m.p. 98°-99° C. The reactants are O (water), C(C)OC(=O)C1(C(=O)NC(C1)=O)N1C(=CC=C1)C(C(Cl)(Cl)Cl)=O (2-ethoxycarbonyl-2-(2-trichloroacetylpyrrol-1-yl)succinimide), S(=O)(=O)(Cl)Cl (sulfuryl chloride). The solvent is C(Cl)(Cl)Cl (chloroform), C(Cl)(Cl)Cl (chloroform). Reaction conditions: time 30 minute. Yields the product ClC=1C=C(N(C1)C1(C(=O)NC(C1)=O)C(=O)OCC)C(C(Cl)(Cl)Cl)=O (2-(4-chloro-2-trichloroacetylpyrrol-1-yl)-2-ethoxycarbonylsuccinimide). Isolated yield 38.2%. As a reaction SMILES: [CH2:1]([O:3][C:4]([C:6]1([N:13]2[CH:17]=[CH:16][CH:15]=[C:14]2[C:18](=[O:23])[C:19]([Cl:22])([Cl:21])[Cl:20])[CH2:11][C:10](=[O:12])[NH:9][C:7]1=[O:8])=[O:5])[CH3:2].S(Cl)([Cl:27])(=O)=O.O>C(Cl)(Cl)Cl>[Cl:27][C:16]1[CH:15]=[C:14]([C:18](=[O:23])[C:19]([Cl:22])([Cl:20])[Cl:21])[N:13]([C:6]2([C:4]([O:3][CH2:1][CH3:2])=[O:5])[CH2:11][C:10](=[O:12])[NH:9][C:7]2=[O:8])[CH:17]=1. Procedure details: To a stirred solution of 2-ethoxycarbonyl-2-(2-trichloroacetylpyrrol-1-yl)succinimide (6.0 g) in chloroform (50 ml) was added dropwise a solution of sulfuryl chloride (4.8 g) in chloroform (5 ml) under ice cooling. The resulting mixture was stirred under ice cooling for 30 minutes, poured into water, and extracted with chloroform. The extracts were dried over sodium sulfate and concentrated under reduced pressure. The residue was chromatographed on silica gel using n-hexane/ethyl acetate (2:1) a... Reactants: ClCCCl, Cc1cccc(C)c1N, CN(C)c1ccncc1, ClCCl, O=C(O)CN1CCN(C(=O)CC(c2ccccc2)c2ccccc2)CC1. Yields the product Cc1cccc(C)c1NC(=O)CN1CCN(C(=O)CC(c2ccccc2)c2ccccc2)CC1. RXN SMILES: [CH2:36]([Cl:37])[CH2:38][Cl:39].[CH3:27][c:28]1[c:29]([NH2:30])[c:31]([CH3:35])[cH:32][cH:33][cH:34]1.[CH3:43][N:44]([c:45]1[cH:46][cH:47][n:48][cH:49][cH:50]1)[CH3:51].[Cl:40][CH2:41][Cl:42].[c:1]1([CH:7]([CH2:8][C:9](=[O:10])[N:11]2[CH2:12][CH2:13][N:14]([CH2:17][C:18](=[O:19])[OH:20])[CH2:15][CH2:16]2)[c:21]2[cH:22][cH:23][cH:24][cH:25][cH:26]2)[cH:2][cH:3][cH:4][cH:5][cH:6]1>>[c:1]1([CH:7]([CH2:8][C:9](=[O:10])[N:11]2[CH2:12][CH2:13][N:14]([CH2:17][C:18](=[O:20])[NH:30][c:29]3[c:28]([CH3:27])[cH:34][cH:33][cH:32][c:31]3[CH3:35])[CH2:15][CH2:16]2)[c:21]2[cH:22][cH:23][cH:24][cH:25][cH:26]2)[cH:2][cH:3][cH:4][cH:5][cH:6]1.